This data is from the Open Reaction Database (ORD), a public repository of structured organic reaction records. The task is: describe an organic reaction: reactants, conditions, products, and yield The reactants are FC1=C(C=CC(=C1)I)NS(=O)(=O)C (N-(2-fluoro-4-iodophenyl)methanesulfonamide), C(#N)[Zn]C#N (dicyanozinc). Reagents/catalysts: C=1C=CC(=CC1)[P](C=2C=CC=CC2)(C=3C=CC=CC3)[Pd]([P](C=4C=CC=CC4)(C=5C=CC=CC5)C=6C=CC=CC6)([P](C=7C=CC=CC7)(C=8C=CC=CC8)C=9C=CC=CC9)[P](C=1C=CC=CC1)(C=1C=CC=CC1)C=1C=CC=CC1 (Pd(PPh3)4). Run in CN(C)C=O (DMF). Yields the product C(#N)C1=CC(=C(C=C1)NS(=O)(=O)C)F (N-(4-cyano-2-fluorophenyl)methanesulfonamide). Yield: 167.1%. RXN SMILES: [F:1][C:2]1[CH:7]=[C:6](I)[CH:5]=[CH:4][C:3]=1[NH:9][S:10]([CH3:13])(=[O:12])=[O:11].[C:14]([Zn]C#N)#[N:15]>CN(C=O)C.C1C=CC([P]([Pd]([P](C2C=CC=CC=2)(C2C=CC=CC=2)C2C=CC=CC=2)([P](C2C=CC=CC=2)(C2C=CC=CC=2)C2C=CC=CC=2)[P](C2C=CC=CC=2)(C2C=CC=CC=2)C2C=CC=CC=2)(C2C=CC=CC=2)C2C=CC=CC=2)=CC=1>[C:14]([C:6]1[CH:5]=[CH:4][C:3]([NH:9][S:10]([CH3:13])(=[O:12])=[O:11])=[C:2]([F:1])[CH:7]=1)#[N:15] |^1:27,29,48,67|. Procedure: A mixture of Example 10A (5.0 g, 16 mmol), dicyanozinc (1.12 g, 9.5 mmol), and Pd(PPh3)4 (0.92 g, 0.79 mmol) in DMF (15 mL) was heated at 80° C. overnight. The mixture was concentrated in vacuo then diluted with EtOAc (400 mL) and washed with brine (3×100 mL). The organic extract was dried (Na2SO4), filtered, and concentrated. The residue was purified by flash chromatography (SiO2, 25-50% Hexanes/EtOAc gradient) to afford the title compound (3.4 g, 99% yield). 1H NMR (300 MHz, DMSO-d6) δ 10.28 (... Product: ClCC=1C=CC(=NC1)C1=CC2=NC=CC(=C2S1)OC1=C(C=C(C=C1)NC(=O)NC1CC1)F (1-(4-(2-(5-(chloromethyl)pyridin-2-yl)thieno[3,2-b]pyridin-7-yloxy)-3-fluorophenyl)-3-cyclopropylurea). RXN SMILES: [CH:1]1([NH:4][C:5]([NH:7][C:8]2[CH:13]=[CH:12][C:11]([O:14][C:15]3[CH:20]=[CH:19][N:18]=[C:17]4[CH:21]=[C:22]([C:24]5[CH:29]=[CH:28][C:27]([CH2:30]O)=[CH:26][N:25]=5)[S:23][C:16]=34)=[C:10]([F:32])[CH:9]=2)=[O:6])[CH2:3][CH2:2]1.O=S(Cl)[Cl:35]>>[Cl:35][CH2:30][C:27]1[CH:28]=[CH:29][C:24]([C:22]2[S:23][C:16]3[C:17](=[N:18][CH:19]=[CH:20][C:15]=3[O:14][C:11]3[CH:12]=[CH:13][C:8]([NH:7][C:5]([NH:4][CH:1]4[CH2:3][CH2:2]4)=[O:6])=[CH:9][C:10]=3[F:32])[CH:21]=2)=[N:25][CH:26]=1. Reaction conditions: time 2 hour. Procedure details: Into a 500 mL round-bottom flask containing 64 (5.34 g, 11.85 mmol) was added slowly SOCl2 (30 mL, 411 mmol). The yellow solution was stirred at RT for 2 h and cooled to 0° C. The reaction mixture was quenched by addition of ice (150 g) and water (100 mL), and the yellow suspension was shaken at RT for 1 h. The solid was collected by filtration, rinsed with water and dried under high vacuum. The crude product was triturated with AcOEt to afford the title compound 65 (5.55 g, purity ˜40% by HPLC,... Reactants: C1(CC1)NC(=O)NC1=CC(=C(C=C1)OC1=C2C(=NC=C1)C=C(S2)C2=NC=C(C=C2)CO)F (1-cyclopropyl-3-(3-fluoro-4-(2-(5-(hydroxymethyl)pyridin-2-yl)thieno[3,2-b]pyridin-7-yloxy)phenyl)urea), O=S(Cl)Cl (SOCl2). Reactants: [C-]#N.[Na+] (sodium cyanide), S1C(=CC=C1)C(=O)C1=CC=C(C=C1)CCl (α-chloro-p-tolyl 2-thienyl ketone). The solvent is CS(=O)C (dimethyl sulfoxide). Reaction conditions: temperature 60 celsius, time 2 hour. Yields the product C1(=CC=CS1)C(=O)C1=CC=C(C=C1)CC#N (2-[p-(2-thenoyl)phenyl]acetonitrile). As a reaction SMILES: [C-:1]#[N:2].[Na+].[S:4]1[CH:8]=[CH:7][CH:6]=[C:5]1[C:9]([C:11]1[CH:16]=[CH:15][C:14]([CH2:17]Cl)=[CH:13][CH:12]=1)=[O:10]>CS(C)=O>[C:5]1([C:9]([C:11]2[CH:16]=[CH:15][C:14]([CH2:17][C:1]#[N:2])=[CH:13][CH:12]=2)=[O:10])[S:4][CH:8]=[CH:7][CH:6]=1 |f:0.1|. Procedure: A mixture of 5.9 parts of sodium cyanide in 40 parts of dimethyl sulfoxide is heated to 60° C and there are added at once 9.5 parts of α-chloro-p-tolyl 2-thienyl ketone (exothermic reaction: temperature rises to 100° C). The whole is stirred for 2 hours at 60° C. After cooling, the reaction mixture is poured onto water and the product is extracted three times with 450 parts of chloroform. The combined extracts are washed twice with 200 parts of water, dried and evaporated. The dark-coloured resi... Starting materials: C1COCCO1, CO, Cl, CN1CCN(c2ccc(C(=O)Nc3nn(C(c4ccccc4)(c4ccccc4)c4ccccc4)c4ccc(S(=O)(=O)c5cc(F)cc(F)c5)cc34)c(N(C(=O)C(F)(F)F)C3CCOCC3)c2)CC1. Product: CN1CCN(c2ccc(C(=O)Nc3n[nH]c4ccc(S(=O)(=O)c5cc(F)cc(F)c5)cc34)c(N(C(=O)C(F)(F)F)C3CCOCC3)c2)CC1. RXN SMILES: [CH2:70]1[O:71][CH2:72][CH2:73][O:74][CH2:75]1.[CH3:76][OH:77].[ClH:69].[F:1][c:2]1[cH:3][c:4]([S:9](=[O:10])(=[O:11])[c:12]2[cH:13][c:14]3[c:15]([NH:40][C:41]([c:42]4[c:43]([N:55]([C:56]([C:57]([F:58])([F:59])[F:60])=[O:61])[CH:62]5[CH2:63][CH2:64][O:65][CH2:66][CH2:67]5)[cH:44][c:45]([N:48]5[CH2:49][CH2:50][N:51]([CH3:54])[CH2:52][CH2:53]5)[cH:46][cH:47]4)=[O:68])[n:16][n:17]([C:21]([c:22]4[cH:23][cH:24][cH:25][cH:26][cH:27]4)([c:28]4[cH:29][cH:30][cH:31][cH:32][cH:33]4)[c:34]4[cH:35][cH:36][cH:37][cH:38][cH:39]4)[c:18]3[cH:19][cH:20]2)[cH:5][c:6]([F:8])[cH:7]1>>[F:1][c:2]1[cH:3][c:4]([S:9](=[O:10])(=[O:11])[c:12]2[cH:13][c:14]3[c:15]([NH:40][C:41]([c:42]4[c:43]([N:55]([C:56]([C:57]([F:58])([F:59])[F:60])=[O:61])[CH:62]5[CH2:63][CH2:64][O:65][CH2:66][CH2:67]5)[cH:44][c:45]([N:48]5[CH2:49][CH2:50][N:51]([CH3:54])[CH2:52][CH2:53]5)[cH:46][cH:47]4)=[O:68])[n:16][nH:17][c:18]3[cH:19][cH:20]2)[cH:5][c:6]([F:8])[cH:7]1. The reactants are C(C)(C)(C)OC(=O)N1C(=C(C2=CC(=CC=C12)C=1C=NC=CC1)C(=O)OCC1=CC=CC=C1)C (2-Methyl-5-pyridin-3-yl-indole-1,3-dicarboxylic acid 3-benzyl ester 1-tert-butyl ester), FC(C(=O)O)(F)F (Trifluoroacetic acid). The solvent is C(Cl)Cl (CH2Cl2). Conditions: time 4 hour. Product: C(C1=CC=CC=C1)OC(=O)C1=C(NC2=CC=C(C=C12)C=1C=NC=CC1)C (2-Methyl-5-pyridin-3-yl-1H-indole-3-carboxylic acid benzyl ester). The yield is 134.1%. As a reaction SMILES: C(OC([N:8]1[C:16]2[C:11](=[CH:12][C:13]([C:17]3[CH:18]=[N:19][CH:20]=[CH:21][CH:22]=3)=[CH:14][CH:15]=2)[C:10]([C:23]([O:25][CH2:26][C:27]2[CH:32]=[CH:31][CH:30]=[CH:29][CH:28]=2)=[O:24])=[C:9]1[CH3:33])=O)(C)(C)C.FC(F)(F)C(O)=O>C(Cl)Cl>[CH2:26]([O:25][C:23]([C:10]1[C:11]2[C:16](=[CH:15][CH:14]=[C:13]([C:17]3[CH:18]=[N:19][CH:20]=[CH:21][CH:22]=3)[CH:12]=2)[NH:8][C:9]=1[CH3:33])=[O:24])[C:27]1[CH:28]=[CH:29][CH:30]=[CH:31][CH:32]=1. Procedure details: 2-Methyl-5-pyridin-3-yl-indole-1,3-dicarboxylic acid 3-benzyl ester 1-tert-butyl ester (0.027 g, 0.061 mmol, 1 eq) was suspended in dry CH2Cl2 (5 mL) under Ar. Trifluoroacetic acid (1.0 mL) was added, and the reaction mixture was stirred at room temperature. After 4 hours, the solvent was removed in vacuo, leaving 0.028 g (40% yield) of the indole-pyridine, a brown solid: LC/MS (ESI+) 343 (M+1), Anal. The reactants are ClC1=C(C(=O)O)C=C(C=C1)C (2-chloro-5-methylbenzoic acid), N1(CCOCC1)C(CN)C=1C=NC=CC1 ((2-morpholin-4-yl-2-pyridin-3-ylethyl)amine). The product is ClC1=C(C(=O)NCC(C=2C=NC=CC2)N2CCOCC2)C=C(C=C1)C (2-Chloro-5-methyl-N-(2-morpholin-4-yl-2-pyridin-3-yl-ethyl)-benzamide). As a reaction SMILES: [Cl:1][C:2]1[CH:10]=[CH:9][C:8]([CH3:11])=[CH:7][C:3]=1[C:4]([OH:6])=O.[N:12]1([CH:18]([C:21]2[CH:22]=[N:23][CH:24]=[CH:25][CH:26]=2)[CH2:19][NH2:20])[CH2:17][CH2:16][O:15][CH2:14][CH2:13]1>>[Cl:1][C:2]1[CH:10]=[CH:9][C:8]([CH3:11])=[CH:7][C:3]=1[C:4]([NH:20][CH2:19][CH:18]([N:12]1[CH2:17][CH2:16][O:15][CH2:14][CH2:13]1)[C:21]1[CH:22]=[N:23][CH:24]=[CH:25][CH:26]=1)=[O:6]. Reported procedure: From 2-chloro-5-methylbenzoic acid and (2-morpholin-4-yl-2-pyridin-3-ylethyl)amine. LCMS (MH+): m/z=360.0, tR (minutes, Method A)=0.77 Starting materials: CC#N, [O-][Cl+][O-], Cn1nc(-c2ccc(Cl)c(C=O)c2)c(Cl)c1OC(F)F, Cl, [Na+], [Na+], O, OO, O=P([O-])(O)O. The product is Cn1nc(-c2ccc(Cl)c(C(=O)O)c2)c(Cl)c1OC(F)F. RXN SMILES: [CH3:35][C:36]#[N:37].[Cl+:29]([O-:30])[O-:31].[Cl:9][c:10]1[c:11](-[c:20]2[cH:21][c:22]([CH:27]=[O:28])[c:23]([Cl:26])[cH:24][cH:25]2)[n:12][n:13]([CH3:19])[c:14]1[O:15][CH:16]([F:17])[F:18].[ClH:33].[Na+:32].[Na+:6].[OH2:34].[OH:7][OH:8].[P:1]([O-:2])([OH:3])([OH:4])=[O:5]>>[Cl:9][c:10]1[c:11](-[c:20]2[cH:21][c:22]([C:27](=[O:28])[OH:30])[c:23]([Cl:26])[cH:24][cH:25]2)[n:12][n:13]([CH3:19])[c:14]1[O:15][CH:16]([F:17])[F:18]. Starting materials: 2R, 2S, [Si](C1=CC=CC=C1)(C1=CC=CC=C1)(C(C)(C)C)OCCCC1=CC=C(OCC(COC2=CC=C(C=C2)C(=O)OC(C)(C)C)O)C=C1 (3-[4-[3-(tert-butyldiphenylsilyloxy)propyl]phenoxy]-1-[4-(tert-butoxycarbonyl)phenoxy]-2-propanol), C(C)(=O)OC(C)=O (acetic anhydride). The solvent is N1=CC=CC=C1 (pyridine). Run at temperature 22 celsius, time 1 hour. Yields the product [Si](C1=CC=CC=C1)(C1=CC=CC=C1)(C(C)(C)C)OCCCC1=CC=C(OCC(COC2=CC=C(C=C2)C(=O)OC(C)(C)C)OC(C)=O)C=C1 (3-[4-[3-(tert-Butyldiphenylsilyloxy)propyl]phenoxy]-1-[4-(tert-butoxycarbonyl) phenoxy]-2-acetoxypropane). The yield is 100.0%. As a reaction SMILES: [Si:1]([O:18][CH2:19][CH2:20][CH2:21][C:22]1[CH:46]=[CH:45][C:25]([O:26][CH2:27][CH:28]([OH:44])[CH2:29][O:30][C:31]2[CH:36]=[CH:35][C:34]([C:37]([O:39][C:40]([CH3:43])([CH3:42])[CH3:41])=[O:38])=[CH:33][CH:32]=2)=[CH:24][CH:23]=1)([C:14]([CH3:17])([CH3:16])[CH3:15])([C:8]1[CH:13]=[CH:12][CH:11]=[CH:10][CH:9]=1)[C:2]1[CH:7]=[CH:6][CH:5]=[CH:4][CH:3]=1.[C:47](OC(=O)C)(=[O:49])[CH3:48]>N1C=CC=CC=1>[Si:1]([O:18][CH2:19][CH2:20][CH2:21][C:22]1[CH:23]=[CH:24][C:25]([O:26][CH2:27][CH:28]([O:44][C:47](=[O:49])[CH3:48])[CH2:29][O:30][C:31]2[CH:36]=[CH:35][C:34]([C:37]([O:39][C:40]([CH3:43])([CH3:42])[CH3:41])=[O:38])=[CH:33][CH:32]=2)=[CH:45][CH:46]=1)([C:14]([CH3:17])([CH3:15])[CH3:16])([C:2]1[CH:7]=[CH:6][CH:5]=[CH:4][CH:3]=1)[C:8]1[CH:13]=[CH:12][CH:11]=[CH:10][CH:9]=1. Reported procedure: A solution of (2R and 2S)-3-[4-[3-(tert-butyldiphenylsilyloxy)propyl]phenoxy]-1-[4-(tert-butoxycarbonyl)phenoxy]-2-propanol (6.08 g, 9.5 mmol) in a mixture of pyridine (15 ml) and acetic anhydride (15 ml) was stirred at 22° C. for 1 hour. The excess reagents were then evaporated in vacuo and the residue was filtered through a silica gel pad (elution toluene-ethyl acetate, 95:5) to give 6.48 g (100%) of the title material as a clear oil.